Dataset: the Open Reaction Database (ORD), a public repository of structured organic reaction records. Task: describe an organic reaction: reactants, conditions, products, and yield Starting materials: Cl.C(C1=CC=CC=C1)N[C@H](CC(C)C)C(=O)O (benzyl D-leucine hydrochloride), C(C)(=O)O (acetic acid). The reagents and catalysts are [Pd] (palladium). Solvent: CO (methanol). Product: N[C@H](CC(C)C)C(=O)O (D-leucine). Reaction SMILES: Cl.C([NH:9][C@@H:10]([C:15]([OH:17])=[O:16])[CH2:11][CH:12]([CH3:14])[CH3:13])C1C=CC=CC=1.C(O)(=O)C>[Pd].CO>[NH2:9][C@@H:10]([C:15]([OH:17])=[O:16])[CH2:11][CH:12]([CH3:14])[CH3:13] |f:0.1|. Procedure: A mixture of 0.5 g of benzyl D-leucine hydrochloride, 20 ml of acetic acid and 20 ml of methanol was stirred with palladium under a hydrogen atmosphere until absorption ceased and the mixturewas filtered. The filtrate was evaporated to dryness under reduced pressure and the residue was chromatographed over silica gel to obtain D-leucine. Reactants: CCOCOc1ccc(NC(=O)OC(C)(C)C)cc1C=CC(=O)OC, CO, [Li+], O=P([O-])([O-])[O-], C1CCOC1, [OH-], O, O. The product is CCOCOc1ccc(NC(=O)OC(C)(C)C)cc1C=CC(=O)O. Reaction SMILES: [C:4]([CH3:5])([CH3:6])([CH3:7])[O:8][C:9](=[O:10])[NH:11][c:12]1[cH:13][cH:14][c:15]([O:24][CH2:25][O:26][CH2:27][CH3:28])[c:16]([CH:18]=[CH:19][C:20](=[O:21])[O:22][CH3:23])[cH:17]1.[CH3:39][OH:40].[Li+:3].[O-:29][P:30](=[O:31])([O-:32])[O-:33].[O:34]1[CH2:35][CH2:36][CH2:37][CH2:38]1.[OH-:2].[OH2:1].[OH2:41]>>[C:4]([CH3:5])([CH3:6])([CH3:7])[O:8][C:9](=[O:10])[NH:11][c:12]1[cH:13][cH:14][c:15]([O:24][CH2:25][O:26][CH2:27][CH3:28])[c:16]([CH:18]=[CH:19][C:20](=[O:21])[OH:22])[cH:17]1. Reactants: O=C([O-])[O-], CCOC(=O)c1cnc(Cl)c2c(CBr)csc12, CN(C)C=O, Cc1ccc(-c2nnc(Cc3ccc(Cl)cc3)o2)cc1O, [Cs+], [Cs+], C1CCOC1. The product is CCOC(=O)c1cnc(Cl)c2c(COc3cc(-c4nnc(Cc5ccc(Cl)cc5)o4)ccc3C)csc12. Reaction SMILES: [C:1](=[O:2])([O-:3])[O-:4].[CH2:28]([CH3:29])[O:30][C:31](=[O:32])[c:33]1[c:34]2[c:35]([c:36]([Cl:39])[n:37][cH:38]1)[c:40]([CH2:43][Br:44])[cH:41][s:42]2.[CH3:45][N:46]([CH3:47])[CH:48]=[O:49].[Cl:7][c:8]1[cH:9][cH:10][c:11]([CH2:12][c:13]2[n:14][n:15][c:16](-[c:18]3[cH:19][cH:20][c:21]([CH3:25])[c:22]([OH:24])[cH:23]3)[o:17]2)[cH:26][cH:27]1.[Cs+:5].[Cs+:6].[O:50]1[CH2:51][CH2:52][CH2:53][CH2:54]1>>[Cl:7][c:8]1[cH:9][cH:10][c:11]([CH2:12][c:13]2[n:14][n:15][c:16](-[c:18]3[cH:19][cH:20][c:21]([CH3:25])[c:22]([O:24][CH2:43][c:40]4[c:35]5[c:34]([c:33]([C:31]([O:30][CH2:28][CH3:29])=[O:32])[cH:38][n:37][c:36]5[Cl:39])[s:42][cH:41]4)[cH:23]3)[o:17]2)[cH:26][cH:27]1. The reactants are O=C([O-])[O-], CCCCO, O=C1OC(CCCCl)CN1c1ccccc1, Cl, Cl, [I-], [K+], [K+], [K+], c1cnc(N2CCNCC2)nc1. Product: O=C1OC(CCCN2CCN(c3ncccn3)CC2)CN1c1ccccc1. RXN SMILES: [C:31](=[O:32])([O-:33])[O-:34].[CH2:39]([OH:40])[CH2:41][CH2:42][CH3:43].[Cl:1][CH2:2][CH2:3][CH2:4][CH:5]1[CH2:6][N:7]([c:11]2[cH:12][cH:13][cH:14][cH:15][cH:16]2)[C:8](=[O:10])[O:9]1.[ClH:17].[ClH:18].[I-:38].[K+:35].[K+:36].[K+:37].[n:19]1[c:20]([N:25]2[CH2:26][CH2:27][NH:28][CH2:29][CH2:30]2)[n:21][cH:22][cH:23][cH:24]1>>[CH2:2]([CH2:3][CH2:4][CH:5]1[CH2:6][N:7]([c:11]2[cH:12][cH:13][cH:14][cH:15][cH:16]2)[C:8](=[O:10])[O:9]1)[N:28]1[CH2:27][CH2:26][N:25]([c:20]2[n:19][cH:24][cH:23][cH:22][n:21]2)[CH2:30][CH2:29]1. The reactants are acid chloride, NC1=CC=C(C(=O)N2CCCN(C3=C2C=CC=C3)C(C3=CC=C(C=C3)N)=O)C=C1 (1,5-bis(4-aminobenzoyl)-2,3,4,5-tetrhydro-1H-1,5-benzodiazepine), CC1=CC=C(C=C1)C1=C(C(=O)O)C=CC=C1 (2-(4-methylphenyl)benzoic acid), C(C(=O)Cl)(=O)Cl (oxalyl chloride), CN(C=O)C (N,N-dimethylformamide), crude product. The solvent is ClCCl (dichloromethane), C(C)N(CC)CC (triethylamine), ClCCl (dichloromethane), CO (methanol), C(Cl)(Cl)Cl (chloroform). Conditions: time 18 hour. The product is CC1=CC=C(C=C1)C1=C(C(=O)NC2=CC=C(C(=O)N3CCCN(C4=C3C=CC=C4)C(C4=CC=C(C=C4)NC(C4=C(C=CC=C4)C4=CC=C(C=C4)C)=O)=O)C=C2)C=CC=C1 (1,5-bis(4-[2-(4-methylphenyl)benzoylamino]-benzoyl}-2,3,4,5-tetrahydro-1H-1,5-benzodiazepine). Reaction SMILES: [CH3:1][C:2]1[CH:7]=[CH:6][C:5]([C:8]2[CH:16]=[CH:15][CH:14]=[CH:13][C:9]=2[C:10](O)=[O:11])=[CH:4][CH:3]=1.[C:17](Cl)(=O)[C:18](Cl)=O.CN(C)[CH:25]=[O:26].[NH2:28][C:29]1[CH:56]=[CH:55][C:32]([C:33]([N:35]2[C:41]3[CH:42]=[CH:43][CH:44]=[CH:45][C:40]=3[N:39]([C:46](=[O:54])[C:47]3[CH:52]=[CH:51][C:50]([NH2:53])=[CH:49][CH:48]=3)[CH2:38][CH2:37][CH2:36]2)=[O:34])=[CH:31][CH:30]=1>ClCCl.C(Cl)(Cl)Cl.CO.C(N(CC)CC)C>[CH3:1][C:2]1[CH:3]=[CH:4][C:5]([C:18]2[CH:17]=[CH:16][CH:8]=[CH:9][C:10]=2[C:25]([NH:53][C:50]2[CH:51]=[CH:52][C:47]([C:46]([N:39]3[C:40]4[CH:45]=[CH:44][CH:43]=[CH:42][C:41]=4[N:35]([C:33](=[O:34])[C:32]4[CH:31]=[CH:30][C:29]([NH:28][C:10](=[O:11])[C:9]5[CH:13]=[CH:14][CH:15]=[CH:16][C:8]=5[C:5]5[CH:6]=[CH:7][C:2]([CH3:1])=[CH:3][CH:4]=5)=[CH:56][CH:55]=4)[CH2:36][CH2:37][CH2:38]3)=[O:54])=[CH:48][CH:49]=2)=[O:26])=[CH:6][CH:7]=1. Procedure details: To a solution of 2-(4-methylphenyl)benzoic acid (240 mg) in dichloromethane (5 ml) was added oxalyl chloride (0.2 ml) and a few drop of N,N-dimethylformamide and the solution was stirred at 0° C. for 30 minutes. Dichloromethane was evaporated in vacuo to give a crude acid chloride as an oil. The crude acid chloride was added to a mixture of 1,5-bis(4-aminobenzoyl)-2,3,4,5-tetrhydro-1H-1,5-benzodiazepine (218 mg) and triethylamine (171 mg) in dichloromethane (5 ml) at 0° C. The mixture was stirre... Procedure details: This compound was prepared by using procedures analogous to those described for the synthesis of Example 138 starting from 4-(4-methylpiperazin-1-yl)-6-(3-methyl-7-piperidin-4-yl-3,4-dihydroisoquinolin-2(1H)-yl)pyrimidin-2-amine HCl salt and 1-pyrrolidinecarbonyl chloride. LCMS (M+H)+: m/z=519.2. Product: CN1CCN(CC1)C1=NC(=NC(=C1)N1CC2=CC(=CC=C2CC1C)C1CCN(CC1)C(=O)N1CCCC1)N (4-(4-Methylpiperazin-1-yl)-6-[3-methyl-7-[1-(pyrrolidin-1-ylcarbonyl)piperidin-4-yl]-3,4-dihydroisoquinolin-2(1H)-yl]pyrimidin-2-amine). Reaction SMILES: Cl.[CH3:2][N:3]1[CH2:8][CH2:7][N:6]([C:9]2[CH:14]=[C:13]([N:15]3[CH:24]([CH3:25])[CH2:23][C:22]4[C:17](=[CH:18][C:19]([CH:26]5[CH2:31][CH2:30][NH:29][CH2:28][CH2:27]5)=[CH:20][CH:21]=4)[CH2:16]3)[N:12]=[C:11]([NH2:32])[N:10]=2)[CH2:5][CH2:4]1.[N:33]1([C:38](Cl)=[O:39])[CH2:37][CH2:36][CH2:35][CH2:34]1>>[CH3:2][N:3]1[CH2:8][CH2:7][N:6]([C:9]2[CH:14]=[C:13]([N:15]3[CH:24]([CH3:25])[CH2:23][C:22]4[C:17](=[CH:18][C:19]([CH:26]5[CH2:27][CH2:28][N:29]([C:38]([N:33]6[CH2:37][CH2:36][CH2:35][CH2:34]6)=[O:39])[CH2:30][CH2:31]5)=[CH:20][CH:21]=4)[CH2:16]3)[N:12]=[C:11]([NH2:32])[N:10]=2)[CH2:5][CH2:4]1 |f:0.1|. Reactants: Cl.CN1CCN(CC1)C1=NC(=NC(=C1)N1CC2=CC(=CC=C2CC1C)C1CCNCC1)N (4-(4-methylpiperazin-1-yl)-6-(3-methyl-7-piperidin-4-yl-3,4-dihydroisoquinolin-2(1H)-yl)pyrimidin-2-amine HCl salt), N1(CCCC1)C(=O)Cl (1-pyrrolidinecarbonyl chloride). The reactants are Cl.NCC(CC1=C(C=CC(=C1)Br)Cl)=O (1-(3-amino-2-oxopropyl)-5-bromo-2-chlorobenzene.hydrochloride), O (water), C(O)([O-])=O.[Na+] (sodium hydrogen carbonate), C(C1=CC=CC=C1)(=O)Cl (benzoyl chloride). Run in C(C)(=O)OCC (ethyl acetate). Run at time 3 hour. Product: C(C1=CC=CC=C1)(=O)NCC(CC1=C(C=CC(=C1)Br)Cl)=O (1-(3-benzoylamino-2-oxopropyl)-5-bromo-2-chlorobenzene). Reaction SMILES: Cl.[NH2:2][CH2:3][C:4](=[O:14])[CH2:5][C:6]1[CH:11]=[C:10]([Br:12])[CH:9]=[CH:8][C:7]=1[Cl:13].O.[C:16](Cl)(=[O:23])[C:17]1[CH:22]=[CH:21][CH:20]=[CH:19][CH:18]=1.C(=O)([O-])O.[Na+]>C(OCC)(=O)C>[C:16]([NH:2][CH2:3][C:4](=[O:14])[CH2:5][C:6]1[CH:11]=[C:10]([Br:12])[CH:9]=[CH:8][C:7]=1[Cl:13])(=[O:23])[C:17]1[CH:22]=[CH:21][CH:20]=[CH:19][CH:18]=1 |f:0.1,4.5|. Procedure details: A mixed solution of the above 1-(3-amino-2-oxopropyl)-5-bromo-2-chlorobenzene.hydrochloride (1.70 g) in ethyl acetate (30 ml)-water (15 ml) was cooled to 0° C. Added thereto were benzoyl chloride (0.99 ml) and sodium hydrogen carbonate (2.39 g), and the mixture was stirred at the same temperature for 3 hours. The organic layer was washed with brine, and dried over sodium sulfate. The solvent was evaporated under reduced pressure and the residue was purified by silica gel column chromatography (c... Reactants: ClC1=CC=C(C=C1)C1(CCN(CC1)CCC(=O)OC)F (methyl 3-[4-(4-chlorophenyl)-4-fluoropiperidin-1-yl]propionate), C(C1=CC=CC=C1)Br (benzyl bromide), solution, C[Si]([N-][Si](C)(C)C)(C)C.[Li+] (lithium hexamethyldisilazide). Solvent: C1(=CC=CC=C1)C (toluene). Reaction conditions: time 1 hour. Yields the product Cl.C(C1=CC=CC=C1)C(C(=O)OC)CN1CCC(CC1)(F)C1=CC=C(C=C1)Cl (Methyl 2-Benzyl-3-[4-(4-Chlorophenyl)-4-fluoropiperidin-1-yl]propionate Hydrochloride). Isolated yield 44.0%. As a reaction SMILES: [Cl:1][C:2]1[CH:7]=[CH:6][C:5]([C:8]2([F:20])[CH2:13][CH2:12][N:11]([CH2:14][CH2:15][C:16]([O:18][CH3:19])=[O:17])[CH2:10][CH2:9]2)=[CH:4][CH:3]=1.C[Si](C)(C)[N-][Si](C)(C)C.[Li+].[CH2:31](Br)[C:32]1[CH:37]=[CH:36][CH:35]=[CH:34][CH:33]=1>C1(C)C=CC=CC=1>[ClH:1].[CH2:31]([CH:15]([CH2:14][N:11]1[CH2:10][CH2:9][C:8]([C:5]2[CH:4]=[CH:3][C:2]([Cl:1])=[CH:7][CH:6]=2)([F:20])[CH2:13][CH2:12]1)[C:16]([O:18][CH3:19])=[O:17])[C:32]1[CH:37]=[CH:36][CH:35]=[CH:34][CH:33]=1 |f:1.2,5.6|. Procedure: A solution of methyl 3-[4-(4-chlorophenyl)-4-fluoropiperidin-1-yl]propionate (75 mg, 0.23 mmol) in toluene (5 mL) was placed under a dry nitrogen atmosphere and cooled in a dry ice acetone bath. A 1M solution of lithium hexamethyldisilazide (0.28 mL, 0.28 mmol) was then added drop-wise over 10 minutes. The resulting bright yellow solution was stirred for 1 hour then benzyl bromide (43 mg, 0.25 mmol) added in one portion. The reaction was then allowed to warm to room temperature with stirring ove...